Dataset: the Open Reaction Database (ORD), a public repository of structured organic reaction records. Task: describe an organic reaction: reactants, conditions, products, and yield Reactants: C(C)S(=O)(=O)C1=C(C=C(OCC[C@H]2[C@H](C2)C2CCN(CC2)C#N)C=C1)F (4-((1R,2S)-2-{2-[4-(ethylsulfonyl)-3-fluorophenoxy]ethyl}cyclopropyl)piperidine-1-carbonitrile), ONC(COC)=N (N-hydroxy-2-methoxyacetimidamide). The reagents and catalysts are [Cl-].[Zn+2].[Cl-] (zinc chloride). The solvent is O1CCCC1 (tetrahydrofuran). Product: C(C)S(=O)(=O)C1=C(C=C(OCC[C@@H]2[C@@H](C2)C2CCN(CC2)C2=NC(=NO2)COC)C=C1)F (4-((1S,2R)-2-{2-[4-(ethylsulfonyl)-3-fluorophenoxy]ethyl}cyclopropyl)-1-[3-(methoxymethyl)-1,2,4-oxadiazol-5-yl]piperidine). Reaction SMILES: [CH2:1]([S:3]([C:6]1[CH:25]=[CH:24][C:9]([O:10][CH2:11][CH2:12][C@@H:13]2[CH2:15][C@@H:14]2[CH:16]2[CH2:21][CH2:20][N:19]([C:22]#[N:23])[CH2:18][CH2:17]2)=[CH:8][C:7]=1[F:26])(=[O:5])=[O:4])[CH3:2].[OH:27][NH:28][C:29](=N)[CH2:30][O:31][CH3:32]>O1CCCC1.[Cl-].[Zn+2].[Cl-]>[CH2:1]([S:3]([C:6]1[CH:25]=[CH:24][C:9]([O:10][CH2:11][CH2:12][C@H:13]2[CH2:15][C@H:14]2[CH:16]2[CH2:21][CH2:20][N:19]([C:22]3[O:27][N:28]=[C:29]([CH2:30][O:31][CH3:32])[N:23]=3)[CH2:18][CH2:17]2)=[CH:8][C:7]=1[F:26])(=[O:5])=[O:4])[CH3:2] |f:3.4.5|. Procedure details: To a solution of 4-((1R,2S)-2-{2-{4-(ethylsulfonyl)-3-fluorophenoxy]ethyl}cyclopropyl)piperidine-1-carbonitrile (Step D; 100 mg, 0.27 mmol) and N-hydroxy-2-methoxyacetimidamide (38 mg, 0.37 mmol) in tetrahydrofuran (5 mL) was added zinc chloride (0.8 mL, 0.5 M in tetrahydrofuran, 0.4 mmol). The mixture was refluxed for 2 h, cooled to RT, and concentrated to dryness under reduced pressure. The residue was dissolved in 2 mL of 4N HCl ethanol and water (1:1). The solution was refluxed for 30 min, c...